This data is from the Open Reaction Database (ORD), a public repository of structured organic reaction records. The task is: describe an organic reaction: reactants, conditions, products, and yield Reactants: C(CC)=O (propionaldehyde), C(C)(=O)O[BH-](OC(C)=O)OC(C)=O.[Na+] (sodium triacetoxyborohydride), C(C)OC(=O)C=1C=NN(C1)C1=NC2=C(N1COCCOC)C=C(C(=C2)N)Cl (1-[5-amino-6-chloro-1-(2-methoxy-ethoxymethyl)-1H-benzoimidazol-2-yl]-1H-pyrazole-4-carboxylic acid ethyl ester), NC1=CC2=C(NC(=N2)N2N=CC(=C2)C(=O)O)C=C1Cl (1-(5-Amino-6-chloro-1H-benzoimidazol-2-yl)-1H-pyrazole-4-carboxylic acid), product, C(CC)=O (propionaldehyde), C(C)(=O)O[BH-](OC(C)=O)OC(C)=O.[Na+] (sodium triacetoxyborohydride), C(C)(=O)O (acetic acid). Run in C1CCOC1 (THF). Reaction conditions: temperature 23 celsius, time 22 hour. Product: C(C)OC(=O)C=1C=NN(C1)C1=NC2=C(N1COCCOC)C=C(C(=C2)NCC)Cl (1-[6-Chloro-5-ethylamino-1-(2-methoxy-ethoxymethyl)-1H-benzoimidazol-2-yl]-1H-pyrazole-4-carboxylic acid ethyl ester). The yield is 54.0%. Reaction SMILES: [CH2:1]([O:3][C:4]([C:6]1[CH:7]=[N:8][N:9]([C:11]2[N:15]([CH2:16][O:17][CH2:18][CH2:19][O:20][CH3:21])[C:14]3[CH:22]=[C:23]([Cl:27])[C:24]([NH2:26])=[CH:25][C:13]=3[N:12]=2)[CH:10]=1)=[O:5])[CH3:2].N[C:29]1C(Cl)=CC2NC(N3C=C(C(O)=O)C=N3)=NC=2[CH:30]=1.C(=O)CC.C(O[BH-](OC(=O)C)OC(=O)C)(=O)C.[Na+].C(O)(=O)C>C1COCC1>[CH2:1]([O:3][C:4]([C:6]1[CH:7]=[N:8][N:9]([C:11]2[N:15]([CH2:16][O:17][CH2:18][CH2:19][O:20][CH3:21])[C:14]3[CH:22]=[C:23]([Cl:27])[C:24]([NH:26][CH2:29][CH3:30])=[CH:25][C:13]=3[N:12]=2)[CH:10]=1)=[O:5])[CH3:2] |f:3.4|. Procedure: To a solution of 1-[5-amino-6-chloro-1-(2-methoxy-ethoxymethyl)-1H-benzoimidazol-2-yl]-1H-pyrazole-4-carboxylic acid ethyl ester (Intermediate from Example 41, product from Step A) (0.300 g, 0.762 mmol) and propionaldehyde (61.0 μL, 0.838 mmol) in THF (3 mL) was added sodium triacetoxyborohydride (0.226 g, 1.07 mmol) followed by acetic acid (40.9 μL, 0.762 mmol). The reaction mixture was stirred at 23° C. for 22 h. Molecular sieves (4 Å, 1.2 g) were added, and the reaction was kept at 40-50° C. ... Starting materials: ClC1=CC=C(S1)S(=O)(=O)N(COCC[Si](C)(C)C)C1=NNC2=CC=CC(=C12)OC (5-chloro-N-[4-(methyloxy)-1H-indazol-3-yl]-N-({[2-(trimethylsilyl)ethyl]oxy}methyl)-2-thiophenesulfonamide), N1N=CC2=CC=CC=C12 (indazole), CCCC[N+](CCCC)(CCCC)CCCC.[F-] (TBAF), C1CCOC1 (THF), crude mixture, ClC1=CC=C(S1)S(=O)(=O)N(COCC[Si](C)(C)C)C1=NNC2=CC=CC(=C12)OC (5-chloro-N-[4-(methyloxy)-1H-indazol-3-yl]-N-({[2-(trimethylsilyl)ethyl]oxy}methyl)-2-thiophenesulfonamide), C([O-])([O-])=O.[K+].[K+] (potassium carbonate), ClCC=1C=C(C(=O)N)C=CC1 (3-(chloromethyl)benzamide). Run in CN(C)C=O (DMF), C(Cl)Cl (DCM), O (water), C(Cl)Cl (DCM), O (water). Conditions: temperature 50 celsius, time 8 hour. Yields the product ClC1=CC=C(S1)S(=O)(=O)NC1=NN(C2=CC=CC(=C12)OC)CC=1C=C(C(=O)N)C=CC1 (3-{[3-{[(5-Chloro-2-thienyl)sulfonyl]amino}-4-(methyloxy)-1H-indazol-1-yl]methyl}benzamide). Yield: 50.0%. Reaction SMILES: [Cl:1][C:2]1[S:6][C:5]([S:7]([N:10]([C:19]2[C:27]3[C:22](=[CH:23][CH:24]=[CH:25][C:26]=3[O:28][CH3:29])[NH:21][N:20]=2)COCC[Si](C)(C)C)(=[O:9])=[O:8])=[CH:4][CH:3]=1.C(=O)([O-])[O-].[K+].[K+].Cl[CH2:37][C:38]1[CH:39]=[C:40]([CH:44]=[CH:45][CH:46]=1)[C:41]([NH2:43])=[O:42].N1C2C(=CC=CC=2)C=N1.CCCC[N+](CCCC)(CCCC)CCCC.[F-].C1COCC1>C(Cl)Cl.O.CN(C=O)C>[Cl:1][C:2]1[S:6][C:5]([S:7]([NH:10][C:19]2[C:27]3[C:22](=[CH:23][CH:24]=[CH:25][C:26]=3[O:28][CH3:29])[N:21]([CH2:37][C:38]3[CH:39]=[C:40]([CH:44]=[CH:45][CH:46]=3)[C:41]([NH2:43])=[O:42])[N:20]=2)(=[O:9])=[O:8])=[CH:4][CH:3]=1 |f:1.2.3,6.7|. Procedure: To a solution of 5-chloro-N-[4-(methyloxy)-1H-indazol-3-yl]-N-({[2-(trimethylsilyl)ethyl]oxy}methyl)-2-thiophenesulfonamide (for a preparation see Intermediate 8) (150 mg, 0.316 mmol) into DMF (2 mL) was added at ambient temperature potassium carbonate (87 mg, 0.63 mmol) and 3-(chloromethyl)benzamide (Maybridge)(64.4 mg, 0.380 mmol). The resulting mixture was stirred at 50° C. overnight, and then diluted with DCM (2 mL) and water (2 mL). The organic mixture was partitioned and the aqueous layer ... Reactants: CCCC[N+](CCCC)(CCCC)CCCC, CCOCC, [F-], C[Si](C)(C)C#Cc1cccc([N+](=O)[O-])c1, O. The product is C#Cc1cccc([N+](=O)[O-])c1. RXN SMILES: [CH2:17]([N+:18]([CH2:19][CH2:20][CH2:21][CH3:22])([CH2:23][CH2:24][CH2:25][CH3:26])[CH2:27][CH2:28][CH2:29][CH3:30])[CH2:31][CH2:32][CH3:33].[CH2:35]([O:36][CH2:37][CH3:38])[CH3:39].[F-:16].[N+:1](=[O:2])([O-:3])[c:4]1[cH:5][c:6]([C:10]#[C:11][Si:12]([CH3:13])([CH3:14])[CH3:15])[cH:7][cH:8][cH:9]1.[OH2:34]>>[N+:1](=[O:2])([O-:3])[c:4]1[cH:5][c:6]([C:10]#[CH:11])[cH:7][cH:8][cH:9]1. The reactants are O=C(CC#N)C1=NC=CC=C1 (3-oxo-3-pyridin-2-yl-propionitrile), OCCNN (2-hydroxyethylhydrazine). The solvent is CCO (EtOH). Yields the product NC1=CC(=NN1CCO)C1=NC=CC=C1 (2-(5-Amino-3-pyridin-2-yl-pyrazol-1-yl)-ethanol). The yield is 80.6%. Reaction SMILES: O=[C:2]([C:6]1[CH:11]=[CH:10][CH:9]=[CH:8][N:7]=1)[CH2:3][C:4]#[N:5].[OH:12][CH2:13][CH2:14][NH:15][NH2:16]>CCO>[NH2:5][C:4]1[N:15]([CH2:14][CH2:13][OH:12])[N:16]=[C:2]([C:6]2[CH:11]=[CH:10][CH:9]=[CH:8][N:7]=2)[CH:3]=1. Procedure: A solution of 3-oxo-3-pyridin-2-yl-propionitrile (0.5 g, 3.4 mmol; CAS 54123-21-6) in EtOH (20 ml) was treated with 2-hydroxyethylhydrazine (0.7 ml, 10.3 mmol). The reaction mixture was refluxed overnight, then concentrated. After silica gel chromatography using a CH2Cl2/MeOH gradient, the product was obtained as viscous yellow oil (0.56 g, 80%). Starting materials: ClC1=CC=C(C=C1)CC=C (3-(4-chlorophenyl)prop-1-ene), ClC1=CC(=CC=C1)C(=O)OO (metachloroperbenzoic acid), O (water). Run in C(Cl)(Cl)Cl (chloroform). Run at time 5 hour. The product is ClC1=CC=C(C=C1)CC1CO1 (1-(4-chlorophenyl)-2,3-epoxypropane). RXN SMILES: [Cl:1][C:2]1[CH:7]=[CH:6][C:5]([CH2:8][CH:9]=[CH2:10])=[CH:4][CH:3]=1.ClC1C=CC=C(C(OO)=[O:19])C=1.O>C(Cl)(Cl)Cl>[Cl:1][C:2]1[CH:7]=[CH:6][C:5]([CH2:8][CH:9]2[O:19][CH2:10]2)=[CH:4][CH:3]=1. Procedure details: To a solution of 3-(4-chlorophenyl)prop-1-ene (9.0 g) in chloroform (100 ml) was added portionwise metachloroperbenzoic acid (12.2 g), and the solution was stirred for 5 h at room temperature. The mixture was poured into water, the water layer was separated and the organic layer washed successively with sodium bicaronate, sodium sulphite and water. After drying, evaporation of the solvent gave 1-(4-chlorophenyl)-2,3-epoxypropane as a pale yellow oil. (9.51 g). NMR in CDCl3 :